This data is from the Open Reaction Database (ORD), a public repository of structured organic reaction records. The task is: describe an organic reaction: reactants, conditions, products, and yield Yield: 93.5%. Procedure: To a 150 mL round-bottomed flask equipped with magnetic stirring was added methyl 2-[4-benzylpiperazinyl]benzoate (Preparation XIII) (2.3 g, 7.4 mmol) in THF (60 mL). A soln of LiOH (Aldrich) (940 mg, 22 mmol) in H2O (20 mL), was added and the reaction mixture was heated at 60° C. for 12 h. After cooling to RT, the reaction mixture was concentrated in vacuo and diluted with EtOAc (100 mL). A 10% soln of citric acid (25 mL) was added, the organic layer was separated and the aqueous layer was extr... The reactants are C(C1=CC=CC=C1)N1CCN(CC1)C1=C(C(=O)OC)C=CC=C1 (methyl 2-[4-benzylpiperazinyl]benzoate), [Li+].[OH-] (LiOH). Conditions: temperature 60 celsius. The solvent is C1CCOC1 (THF), O (H2O). Reaction SMILES: [CH2:1]([N:8]1[CH2:13][CH2:12][N:11]([C:14]2[CH:23]=[CH:22][CH:21]=[CH:20][C:15]=2[C:16]([O:18]C)=[O:17])[CH2:10][CH2:9]1)[C:2]1[CH:7]=[CH:6][CH:5]=[CH:4][CH:3]=1.[Li+].[OH-]>C1COCC1.O>[CH2:1]([N:8]1[CH2:9][CH2:10][N:11]([C:14]2[CH:23]=[CH:22][CH:21]=[CH:20][C:15]=2[C:16]([OH:18])=[O:17])[CH2:12][CH2:13]1)[C:2]1[CH:3]=[CH:4][CH:5]=[CH:6][CH:7]=1 |f:1.2|. The product is C(C1=CC=CC=C1)N1CCN(CC1)C1=C(C(=O)O)C=CC=C1 (2-[4-benzylpiperazinyl]benzoic acid). The reactants are C=CC=C (butadiene), C(C(=C)C)(=O)OC (methyl methacrylate), organoaluminum, C=CC1=CC=CC=C1 (styrene), C(C(C)C)[Al](OC1=C(C=C(C=C1C(C)(C)C)C)C(C)(C)C)CC(C)C (diisobutyl(2,6-di-tert-butyl-4-methylphenoxy)aluminum), C(C(=C)C)(=O)OC (methyl methacrylate), C(C(=C)C)(=O)OC (methyl methacrylate). The product is C=CC1=CC=CC=C1.C(C(=C)C)(=O)OC (Styrene methyl Methacrylate). Reaction SMILES: [CH2:1]=[CH:2][C:3]1[CH:8]=[CH:7][CH:6]=[CH:5][CH:4]=1.C=CC=C.[C:13]([O:18][CH3:19])(=[O:17])[C:14]([CH3:16])=[CH2:15].C([Al](CC(C)C)OC1C(C(C)(C)C)=CC(C)=CC=1C(C)(C)C)C(C)C>>[CH2:1]=[CH:2][C:3]1[CH:8]=[CH:7][CH:6]=[CH:5][CH:4]=1.[C:13]([O:18][CH3:19])(=[O:17])[C:14]([CH3:16])=[CH2:15] |f:4.5|. Procedure details: Preparation of polystyryllithium by anionic polymerization of styrene, preparation of a polymerization initiator compound by addition reaction of butadiene, and polymerization of methyl methacrylate in the presence of an organoaluminum compound were successively performed in the same way as in Example 2 except that the temperature when diisobutyl(2,6-di-tert-butyl-4-methylphenoxy)aluminum was added, the temperature when methyl methacrylate was added, and polymerization temperature were changed f...